From a dataset of the Open Reaction Database (ORD), a public repository of structured organic reaction records. describe an organic reaction: reactants, conditions, products, and yield Starting materials: CCO, CN, O=S1(=O)N(CCC2CO2)Cc2ccccc2N1c1ccccc1F. Yields the product CNCC(O)CCN1Cc2ccccc2N(c2ccccc2F)S1(=O)=O. RXN SMILES: [CH3:25][CH2:26][OH:27].[CH3:28][NH2:29].[F:1][c:2]1[c:3]([N:8]2[S:9](=[O:23])(=[O:24])[N:10]([CH2:18][CH2:19][CH:20]3[O:21][CH2:22]3)[CH2:11][c:12]3[c:13]2[cH:14][cH:15][cH:16][cH:17]3)[cH:4][cH:5][cH:6][cH:7]1>>[F:1][c:2]1[c:3]([N:8]2[S:9](=[O:23])(=[O:24])[N:10]([CH2:18][CH2:19][CH:20]([OH:21])[CH2:22][NH:29][CH3:28])[CH2:11][c:12]3[c:13]2[cH:14][cH:15][cH:16][cH:17]3)[cH:4][cH:5][cH:6][cH:7]1. Starting materials: C=CCOC(=O)NC1CC(=O)OC1OCc1ccccc1, CCCC[SnH](CCCC)CCCC, CCN=C=NCCCN(C)C, CCOC(C)=O, ClCCl, Cl, O=C(CCc1ccccc1)NC1CCC(=O)N2CCCC(C(=O)O)N2C1=O, CN(C)C=O, On1nnc2ccccc21. Yields the product O=C(CCc1ccccc1)NC1CCC(=O)N2CCCC(C(=O)NC3CC(=O)OC3OCc3ccccc3)N2C1=O. RXN SMILES: [CH2:28]([O:29][C:30](=[O:31])[NH:34][CH:35]1[CH:36]([O:41][CH2:42][c:43]2[cH:44][cH:45][cH:46][cH:47][cH:48]2)[O:37][C:38](=[O:40])[CH2:39]1)[CH:32]=[CH2:33].[CH2:49]([SnH:50]([CH2:51][CH2:52][CH2:53][CH3:54])[CH2:55][CH2:56][CH2:57][CH3:58])[CH2:59][CH2:60][CH3:61].[CH3:73][N:74]([CH3:75])[CH2:76][CH2:77][CH2:78][N:79]=[C:80]=[N:81][CH2:82][CH3:83].[CH3:92][CH2:93][O:94][C:95](=[O:96])[CH3:97].[Cl:84][CH2:85][Cl:86].[ClH:72].[O:1]=[C:2]1[N:3]2[N:4]([C:5](=[O:20])[CH:6]([NH:9][C:10]([CH2:11][CH2:12][c:13]3[cH:14][cH:15][cH:16][cH:17][cH:18]3)=[O:19])[CH2:7][CH2:8]1)[CH:21]([C:25](=[O:26])[OH:27])[CH2:22][CH2:23][CH2:24]2.[O:87]=[CH:88][N:89]([CH3:90])[CH3:91].[OH:62][n:63]1[c:64]2[cH:65][cH:66][cH:67][cH:68][c:69]2[n:70][n:71]1>>[O:1]=[C:2]1[N:3]2[N:4]([C:5](=[O:20])[CH:6]([NH:9][C:10]([CH2:11][CH2:12][c:13]3[cH:14][cH:15][cH:16][cH:17][cH:18]3)=[O:19])[CH2:7][CH2:8]1)[CH:21]([C:25](=[O:26])[NH:34][CH:35]1[CH:36]([O:41][CH2:42][c:43]3[cH:44][cH:45][cH:46][cH:47][cH:48]3)[O:37][C:38](=[O:40])[CH2:39]1)[CH2:22][CH2:23][CH2:24]2. Starting materials: CCOC(=O)C(c1ccncc1)C(c1ccc(Cl)cc1)c1cccc(-c2cc(C(C)C)cc3cccnc23)c1, C1CCOC1, CCO, CCOC(C)=O, Cl, [Na+], [OH-]. Product: CC(C)c1cc(-c2cccc(C(Cc3ccncc3)c3ccc(Cl)cc3)c2)c2ncccc2c1. As a reaction SMILES: [CH2:1]([O:2][C:3](=[O:4])[CH:5]([CH:6]([c:7]1[cH:8][c:9](-[c:13]2[cH:14][c:15]([CH:23]([CH3:24])[CH3:25])[cH:16][c:17]3[cH:18][cH:19][cH:20][n:21][c:22]23)[cH:10][cH:11][cH:12]1)[c:26]1[cH:27][cH:28][c:29]([Cl:32])[cH:30][cH:31]1)[c:33]1[cH:34][cH:35][n:36][cH:37][cH:38]1)[CH3:39].[CH2:43]1[O:44][CH2:45][CH2:46][CH2:47]1.[CH3:48][CH2:49][OH:50].[CH3:51][CH2:52][O:53][C:54](=[O:55])[CH3:56].[ClH:42].[Na+:41].[OH-:40]>>[CH2:5]([CH:6]([c:7]1[cH:8][c:9](-[c:13]2[cH:14][c:15]([CH:23]([CH3:24])[CH3:25])[cH:16][c:17]3[cH:18][cH:19][cH:20][n:21][c:22]23)[cH:10][cH:11][cH:12]1)[c:26]1[cH:27][cH:28][c:29]([Cl:32])[cH:30][cH:31]1)[c:33]1[cH:34][cH:35][n:36][cH:37][cH:38]1. Reactants: COc1ccc(NC(C)=O)cc1NC(C)=O, CO, Cl. Yields the product Cl, COc1ccc(NC(C)=O)cc1N. As a reaction SMILES: [C:1](=[O:2])([CH3:3])[NH:4][c:5]1[c:6]([O:15][CH3:16])[cH:7][cH:8][c:9]([NH:11][C:12]([CH3:13])=[O:14])[cH:10]1.[CH3:18][OH:19].[ClH:17]>>[ClH:17].[NH2:4][c:5]1[c:6]([O:15][CH3:16])[cH:7][cH:8][c:9]([NH:11][C:12]([CH3:13])=[O:14])[cH:10]1. Starting materials: C1(CC1)C=1C(=CC(=NC1)C(=O)O)O[C@H](C(F)(F)F)C (5-Cyclopropyl-4-((S)-2,2,2-trifluoro-1-methyl-ethoxy)-pyridine-2-carboxylic acid), CC1=NC(=NO1)C(N)C1(COC1)C ((5-methyl-1,2,4-oxadiazol-3-yl)-(3-methyloxetan-3-yl)methanamine). The product is C1(CC1)C=1C(=CC(=NC1)C(=O)NC(C1(COC1)C)C1=NOC(=N1)C)O[C@H](C(F)(F)F)C (5-cyclopropyl-N-[(5-methyl-1,2,4-oxadiazol-3-yl)-(3-methyloxetan-3-yl)methyl]-4-[(2S)-1,1,1-trifluoropropan-2-yl]oxypyridine-2-carboxamide). As a reaction SMILES: [CH:1]1([C:4]2[C:5]([O:13][C@@H:14]([CH3:19])[C:15]([F:18])([F:17])[F:16])=[CH:6][C:7]([C:10]([OH:12])=O)=[N:8][CH:9]=2)[CH2:3][CH2:2]1.[CH3:20][C:21]1[O:25][N:24]=[C:23]([CH:26]([C:28]2([CH3:32])[CH2:31][O:30][CH2:29]2)[NH2:27])[N:22]=1>>[CH:1]1([C:4]2[C:5]([O:13][C@@H:14]([CH3:19])[C:15]([F:18])([F:17])[F:16])=[CH:6][C:7]([C:10]([NH:27][CH:26]([C:23]3[N:22]=[C:21]([CH3:20])[O:25][N:24]=3)[C:28]3([CH3:32])[CH2:31][O:30][CH2:29]3)=[O:12])=[N:8][CH:9]=2)[CH2:2][CH2:3]1. Procedure: The title compound was synthesized in analogy to Example 112e, using 5-Cyclopropyl-4-((S)-2,2,2-trifluoro-1-methyl-ethoxy)-pyridine-2-carboxylic acid (example 68a) and (5-methyl-1,2,4-oxadiazol-3-yl)-(3-methyloxetan-3-yl)methanamine (example 254b) as starting materials and isolated (47 mg, 55%); MS (ESI, m/z): 441.3 (M+H+). The reactants are product, ClC(=O)OCC1=CC=C(C=C1)[N+](=O)[O-] (4-nitrobenzyl chloroformate), CCN(C(C)C)C(C)C (Hunig's base), C(Cl)Cl (methylene chloride), O1CCCC1 (tetrahydrofuran), C(C)(=O)OCC.CCCCCC (ethyl acetate hexane). Yields the product [N+](=O)([O-])C1=CC=C(C=C1)COC(N(CC1OCC(C1)O)CC)=O (Ethyl-[(tetrahydro-4-hydroxy-2furanyl)-methyl] carbamic acid (4-nitrophenyl)methyl ester). Reaction SMILES: Cl[C:2]([O:4][CH2:5][C:6]1[CH:11]=[CH:10][C:9]([N+:12]([O-:14])=[O:13])=[CH:8][CH:7]=1)=[O:3].CC[N:17]([CH:21]([CH3:23])C)[CH:18]([CH3:20])C.C(Cl)Cl.[O:27]1C[CH2:30][CH2:29][CH2:28]1.C(OCC)(=[O:34])C.CCCCCC>>[N+:12]([C:9]1[CH:10]=[CH:11][C:6]([CH2:5][O:4][C:2](=[O:3])[N:17]([CH2:18][CH3:20])[CH2:21][CH:23]2[CH2:30][CH:29]([OH:34])[CH2:28][O:27]2)=[CH:7][CH:8]=1)([O-:14])=[O:13] |f:4.5|. Procedure: The title compound is prepared by the procedure of Example 124 using 4.6 g of product from Example 130, 4.73 g of 4-nitrobenzyl chloroformate, 2.7 mlof Hunig's base, 25 ml of methylene chloride and 7 ml of tetrahydrofuran togive 2,035 g of the desired product after chromatography (silica gel: 75% ethyl acetate/hexane).